From a dataset of the Open Reaction Database (ORD), a public repository of structured organic reaction records. describe an organic reaction: reactants, conditions, products, and yield The reactants are [Cl-].O[NH3+] (Hydroxylammonium chloride), C(C)(=O)[O-].[Na+] (sodium acetate), FC(CC(=O)C1=CC=C(C=C1)SC)(F)F (3,3,3-trifluoro-1-(4-methylsulfanyl-phenyl)-propan-1-one). Solvent: O (water), C(C)O (ethanol). Yields the product FC(CC(=NO)C1=CC=C(C=C1)SC)(F)F (3,3,3-Trifluoro-1-(4-methylsulfanyl-phenyl)-propan-1-one oxime). The yield is 59.4%. As a reaction SMILES: [Cl-].[OH:2][NH3+:3].C([O-])(=O)C.[Na+].[F:9][C:10]([F:23])([F:22])[CH2:11][C:12]([C:14]1[CH:19]=[CH:18][C:17]([S:20][CH3:21])=[CH:16][CH:15]=1)=O>O.C(O)C>[F:9][C:10]([F:23])([F:22])[CH2:11][C:12]([C:14]1[CH:19]=[CH:18][C:17]([S:20][CH3:21])=[CH:16][CH:15]=1)=[N:3][OH:2] |f:0.1,2.3|. Procedure details: Hydroxylammonium chloride (1.07 g, 15.4 mmol) and sodium acetate (1.85 g, 22.5 mmol) are dissolved in 10 ml of water. To this solution are added 2.35 g (10.0 mmol) of 3,3,3-trifluoro-1-(4-methylsulfanyl-phenyl)-propan-1-one in 30 ml of ethanol. The reaction mixture is heated to reflux for 6.5 hr. The reaction mixture was concentrated by rotary evaporation and poured into water. The product is extracted with CH2Cl2, and the organic layer is washed with water, followed by drying over anhydrous MgS... Starting materials: O=C([O-])[O-], CN(C)C=O, CCOC(C)=O, N#Cc1cc(CCl)ccc1C1CCCCC1, [Cs+], [Cs+], CCOC(=O)CC1CCc2c1[nH]c1ccc(O)cc21. The product is CCOC(=O)CC1CCc2c1[nH]c1ccc(OCc3ccc(C4CCCCC4)c(C#N)c3)cc21. RXN SMILES: [C:36](=[O:37])([O-:38])[O-:39].[CH3:42][N:43]([CH3:44])[CH:45]=[O:46].[CH3:47][CH2:48][O:49][C:50](=[O:51])[CH3:52].[Cl:20][CH2:21][c:22]1[cH:23][cH:24][c:25]([CH:30]2[CH2:31][CH2:32][CH2:33][CH2:34][CH2:35]2)[c:26]([C:27]#[N:28])[cH:29]1.[Cs+:40].[Cs+:41].[OH:1][c:2]1[cH:3][c:4]2[c:5]3[c:6]([nH:7][c:8]2[cH:9][cH:10]1)[CH:11]([CH2:14][C:15](=[O:16])[O:17][CH2:18][CH3:19])[CH2:12][CH2:13]3>>[O:1]([c:2]1[cH:3][c:4]2[c:5]3[c:6]([nH:7][c:8]2[cH:9][cH:10]1)[CH:11]([CH2:14][C:15](=[O:16])[O:17][CH2:18][CH3:19])[CH2:12][CH2:13]3)[CH2:21][c:22]1[cH:23][cH:24][c:25]([CH:30]2[CH2:31][CH2:32][CH2:33][CH2:34][CH2:35]2)[c:26]([C:27]#[N:28])[cH:29]1.